Dataset: the Open Reaction Database (ORD), a public repository of structured organic reaction records. Task: describe an organic reaction: reactants, conditions, products, and yield The reactants are N(=O)[O-].[Na+] (sodium nitrite), [OH-].[Na+] (caustic soda), [Sn](Cl)Cl (tin(II)chloride), NC1=NN(C(=C1)OC(F)F)C (3-Amino-5-difluoromethoxy-1-methyl-pyrazole). Run in O (water), Cl (hydrochloric acid), O (water), C(C)(=O)OCC (ethyl acetate), Cl (hydrochloric acid). Run at temperature -10 celsius, time 1 hour. Yields the product FC(OC1=CC(=NN1C)NN)F (5-Difluoromethoxy-3-hydrazino-1-methylpyrazole). RXN SMILES: [NH2:1][C:2]1[CH:6]=[C:5]([O:7][CH:8]([F:10])[F:9])[N:4]([CH3:11])[N:3]=1.[N:12]([O-])=O.[Na+].[Sn](Cl)Cl.[OH-].[Na+]>O.Cl.C(OCC)(=O)C>[F:9][CH:8]([F:10])[O:7][C:5]1[N:4]([CH3:11])[N:3]=[C:2]([NH:1][NH2:12])[CH:6]=1 |f:1.2,4.5|. Procedure details: 39.8 g (0.25 mol) 3-Amino-5-difluoromethoxy-1-methyl-pyrazole was dissolved in 224 ml water and 450 ml concentrated hydrochloric acid. At -10° C., 18.55 g (0.27 mol) sodium nitrite in 80 ml water was added dropwise. After stirring for 1 hour at -10° C., 137.6 g tin(II)chloride, dissolved in 180 ml concentrated hydrochloric acid, was added, dropwise, at this temperature. After a further hour stirring at -10° C., 805 ml 32% caustic soda was added dropwise at this temperature. The reaction mixture ... Starting materials: [N+](=O)([O-])C1=C(C(=CC(=C1)C(F)(F)F)N)N (3-nitro-5-(trifluoromethyl)benzene-1,2-diamine), C(=O)(N1C=NC=C1)N1C=NC=C1 (1,1′-carbonyldiimidazole). The product is [N+](=O)([O-])C1=CC(=CC=2NC(NC21)=O)C(F)(F)F (4-Nitro-6-(trifluoromethyl)-1,3-dihydro-2H-benzimidazol-2-one). Reaction SMILES: [N+:1]([C:4]1[CH:9]=[C:8]([C:10]([F:13])([F:12])[F:11])[CH:7]=[C:6]([NH2:14])[C:5]=1[NH2:15])([O-:3])=[O:2].[C:16](N1C=CN=C1)(N1C=CN=C1)=[O:17]>>[N+:1]([C:4]1[C:5]2[NH:15][C:16](=[O:17])[NH:14][C:6]=2[CH:7]=[C:8]([C:10]([F:11])([F:12])[F:13])[CH:9]=1)([O-:3])=[O:2]. Reported procedure: The reaction of 3-nitro-5-(trifluoromethyl)benzene-1,2-diamine (2.2 g, 10 mmol) with 1,1′-carbonyldiimidazole (1.78 g, 11 mmol, Aldrich) under the conditions of Example 1b afforded the title compound as a yellow solid. MS (ESI, pos. ion) m/z: 248 (M+1). Starting materials: CN1N=C(C(=C1C1=CC=CC=C1)O)C1=CC=CC=C1 (1-methyl-3,5-diphenyl-4-pyrazolol), C[O-].[Na+] (sodium methoxide), CN(C)C=O (DMF). Yields the product C(CCCCCC)OCOC=1C(=NN(C1C1=CC=CC=C1)C)C1=CC=CC=C1 (4-[(Heptyloxy)methoxy]-1-methyl-3,5-diphenylpyrazole). Reaction SMILES: [CH3:1][N:2]1[C:6]([C:7]2[CH:12]=[CH:11][CH:10]=[CH:9][CH:8]=2)=[C:5]([OH:13])[C:4]([C:14]2[CH:19]=[CH:18][CH:17]=[CH:16][CH:15]=2)=[N:3]1.C[O-].[Na+].CN([CH:26]=[O:27])C>>[CH2:15]([O:27][CH2:26][O:13][C:5]1[C:4]([C:14]2[CH:19]=[CH:18][CH:17]=[CH:16][CH:15]=2)=[N:3][N:2]([CH3:1])[C:6]=1[C:7]1[CH:12]=[CH:11][CH:10]=[CH:9][CH:8]=1)[CH2:14][CH2:4][CH2:5][CH2:6][CH2:7][CH3:8] |f:1.2|. Procedure: The temperature is maintained at -20° C. to -10° C. during the addition. When the exotherm subsides, the addition of gas is discontinued and the reaction mixture allowed to warm up to 5°-10° C. The reaction mixture is washed with chilled water (100 ml) and the organic layer separated. The organic layer is filtered through calcium chloride and added to a solution of the sodium salt of 1-methyl-3,5-diphneyl-4-pyrazolol in DMF. The 4-pyrazolol solution is prepared by stirring 1-methyl-3,5-diphenyl-... The reactants are O=C(O)Cc1ccc([N+](=O)[O-])cc1, Cc1ccc(N)cc1. Reagents/catalysts: C1CCN(C1)[P+](N2CCCC2)(N3CCCC3)ON4C5=C(C=CC=N5)N=N4.F[P-](F)(F)(F)(F)F (PyAOP), CCN(C(C)C)C(C)C (DIPEA), C1=CC2=C(N=C1)N(N=N2)O (HOAt). Solvent: CN(C)C=O (DMF), CN(C)C=O (DMF), CN(C)C=O (DMF), CN(C)C=O (DMF), CN(C)C=O (DMF), CN(C)C=O (DMF). Conditions: temperature 25 celsius, time 2 hour. Yields the product Cc1ccc(NC(=O)Cc2ccc([N+](=O)[O-])cc2)cc1. Yield: 53.2%. RXN SMILES: Cc1ccc(N)cc1.O=C(O)Cc1ccc([N+](=O)[O-])cc1.C1CCN(C1)[P+](N2CCCC2)(N3CCCC3)ON4C5=C(C=CC=N5)N=N4.F[P-](F)(F)(F)(F)F.C1=CC2=C(N=C1)N(N=N2)O.CCN(C(C)C)C(C)C.CN(C)C=O>>Cc1ccc(NC(=O)Cc2ccc([N+](=O)[O-])cc2)cc1. Starting materials: CCOCC (ether), NC1=C(C(=NN1C1=C(C=C(C=C1Cl)C(F)(F)F)Cl)C#N)I (5-amino-3-cyano-1-(2,6-dichloro-4-trifluoromethylphenyl)-4-iodopyrazole), C(O)([O-])=O.[Na+] (sodium hydrogen carbonate), FC1=C(C=CC=C1)B(O)O (2-fluorophenylboronic acid). Reagents/catalysts: C=1C=CC(=CC1)[P](C=2C=CC=CC2)(C=3C=CC=CC3)[Pd]([P](C=4C=CC=CC4)(C=5C=CC=CC5)C=6C=CC=CC6)([P](C=7C=CC=CC7)(C=8C=CC=CC8)C=9C=CC=CC9)[P](C=1C=CC=CC1)(C=1C=CC=CC1)C=1C=CC=CC1 (tetrakis(triphenylphosphine)palladium(0)). The solvent is O (water), C1(=CC=CC=C1)C (toluene), C(C)O (ethanol). Product: NC1=C(C(=NN1C1=C(C=C(C=C1Cl)C(F)(F)F)Cl)C#N)C1=C(C=CC=C1)F (5-Amino-3-cyano-1-(2,6-dichloro-4-trifluoromethylphenyl)-4-(2-fluorophenyl)pyrazole). As a reaction SMILES: [NH2:1][C:2]1[N:6]([C:7]2[C:12]([Cl:13])=[CH:11][C:10]([C:14]([F:17])([F:16])[F:15])=[CH:9][C:8]=2[Cl:18])[N:5]=[C:4]([C:19]#[N:20])[C:3]=1I.C(=O)([O-])O.[Na+].[F:27][C:28]1[CH:33]=[CH:32][CH:31]=[CH:30][C:29]=1B(O)O.CCOCC>C1(C)C=CC=CC=1.C(O)C.C1C=CC([P]([Pd]([P](C2C=CC=CC=2)(C2C=CC=CC=2)C2C=CC=CC=2)([P](C2C=CC=CC=2)(C2C=CC=CC=2)C2C=CC=CC=2)[P](C2C=CC=CC=2)(C2C=CC=CC=2)C2C=CC=CC=2)(C2C=CC=CC=2)C2C=CC=CC=2)=CC=1.O>[NH2:1][C:2]1[N:6]([C:7]2[C:12]([Cl:13])=[CH:11][C:10]([C:14]([F:17])([F:16])[F:15])=[CH:9][C:8]=2[Cl:18])[N:5]=[C:4]([C:19]#[N:20])[C:3]=1[C:29]1[CH:30]=[CH:31][CH:32]=[CH:33][C:28]=1[F:27] |f:1.2,^1:55,57,76,95|. Procedure details: To a rapidly stirred solution of 5-amino-3-cyano-1-(2,6-dichloro-4-trifluoromethylphenyl)-4-iodopyrazole (0.335 g) in toluene (2 ml) containing tetrakis(triphenylphosphine)palladium(0) (0.03 g) was added saturated aqueous sodium hydrogen carbonate solution (1 ml) and a solution of 2-fluorophenylboronic acid (0.210 g) in ethanol (1 ml). The mixture was heated under reflux for 5.5 hours, cooled and then poured into ether (25 ml) and water (25 ml). The organic layer was separated, washed with water... Starting materials: C(CCCCCCC)C1=NC(=NC=C1)C1=CC=C(C(=O)N)C=C1 (4-(4-n-octylpyrimid-2-yl)-benzoic acid amide), C(CCl)Cl (ethylene chloride), P(=O)(Cl)(Cl)Cl (phosphorus oxychloride). Run in CCOCC (ether). The product is C(CCCCCCC)C=1C=NC(=NC1)C1=CC=C(C=C1)C#N (5-n-octyl-2-(4-cyanophenyl)-pyrimidine). Reaction SMILES: C([C:9]1[CH:14]=[CH:13][N:12]=[C:11]([C:15]2[CH:23]=[CH:22][C:18]([C:19]([NH2:21])=O)=[CH:17][CH:16]=2)[N:10]=1)CCCCCCC.[CH2:24](Cl)[CH2:25]Cl.P(Cl)(Cl)(Cl)=O>CCOCC>[CH2:22]([C:14]1[CH:13]=[N:12][C:11]([C:15]2[CH:16]=[CH:17][C:18]([C:19]#[N:21])=[CH:22][CH:23]=2)=[N:10][CH:9]=1)[CH2:23][CH2:15][CH2:16][CH2:17][CH2:18][CH2:24][CH3:25]. Reported procedure: 1.84 G. of 4-(4-n-octylpyrimid-2-yl)-benzoic acid amide are maintained at reflux for 80 minutes in a mixture of 40 ml. of ethylene chloride and 0.63 ml. of phosphorus oxychloride with stirring. The mixture, diluted with ether, is washed with 2-N sodium hydroxide and then with water until neutral. The organic phase is dried over sodium sulfate and evaporated to give 1.91 g. of 5-octyl-2-(4-cyanophenyl)-pyrimidine which are distilled in a high vacuum; melting point 66.1°-66.5° C; clearing point 47...